describe an organic reaction: reactants, conditions, products, and yield From a dataset of the Open Reaction Database (ORD), a public repository of structured organic reaction records. Reactants: B(Br)(Br)Br (Boron tribromide), C(C)OC(C(CC(=O)O)=CC1=C(C=C(C(=C1)OC)OC)OC)=O (2-(2,4,5-trimethoxy-benzylidene)-succinic acid 1-ethyl ester). The solvent is ClCCl (dichloromethane). Conditions: time 3 day. The product is OC=1C=C2C=C(C(OC2=CC1O)=O)CC(=O)O ((6,7-Dihydroxy-2-oxo-2H-chromen-3-yl)-acetic acid). As a reaction SMILES: B(Br)(Br)Br.C(O[C:8](=[O:27])[C:9](=[CH:14][C:15]1[CH:20]=[C:19]([O:21]C)[C:18]([O:23]C)=[CH:17][C:16]=1[O:25]C)[CH2:10][C:11]([OH:13])=[O:12])C>ClCCl>[OH:21][C:19]1[CH:20]=[C:15]2[C:16](=[CH:17][C:18]=1[OH:23])[O:25][C:8](=[O:27])[C:9]([CH2:10][C:11]([OH:13])=[O:12])=[CH:14]2. Procedure: Boron tribromide (3 ml) was added to a solution of 2-(2,4,5-trimethoxy-benzylidene)-succinic acid 1-ethyl ester obtained from the previous step (a) (4 g) in dichloromethane (40 ml) at −20° C. under nitrogen atmosphere. The reaction was kept on ice for an hour and then at room temperature for three days. After water treatment , filtering and trituration with warm 2-propanol the product was filtered. Yield: 1.1 g